The task is: describe an organic reaction: reactants, conditions, products, and yield. This data is from the Open Reaction Database (ORD), a public repository of structured organic reaction records. The reactants are COCCO (2-methoxyethanol), Cl.NCC(CCC(=O)O)=O (5-amino-4-oxopentanoic acid hydrochloride), yellowish oil. Reaction conditions: time 1 hour. The product is Cl.NCC(CCC(=O)OCCOC)=O (2-Methoxyethyl 5-amino-4-oxopentanoate Hydrochloride). RXN SMILES: [CH3:1][O:2][CH2:3][CH2:4]O.[ClH:6].[NH2:7][CH2:8][C:9](=[O:15])[CH2:10][CH2:11][C:12]([OH:14])=[O:13]>>[ClH:6].[NH2:7][CH2:8][C:9](=[O:15])[CH2:10][CH2:11][C:12]([O:14][CH2:4][CH2:3][O:2][CH3:1])=[O:13] |f:1.2,3.4|. Procedure details: From 2-methoxyethanol (5.0 g; 66 mmol) and 5-amino-4-oxopentanoic acid hydrochloride (1.0 g; 6.0 mmol) at 70° C. The reaction was complete after 1 h. The yield was 1.25 g (93%) of yellowish oil. Starting materials: ClC1=NC=NC2=CC(=C(C=C12)OC)OCCCN1CCCC1 (4-chloro-6-methoxy-7-(3-pyrrolidin-1-ylpropoxy)quinazoline), OC1=CC=C2C=CC(=NC2=C1)C (7-hydroxy-2-methylquinoline), C([O-])([O-])=O.[K+].[K+] (potassium carbonate). Run in CN(C)C=O (DMF). Reaction conditions: temperature 90 celsius. Yields the product COC=1C=C2C(=NC=NC2=CC1OCCCN1CCCC1)OC1=CC=C2C=CC(=NC2=C1)C (6-methoxy-4-(2-methylquinolin-7-yloxy)-7-(3-pyrrolidin-1-ylpropoxy)quinazoline). Isolated yield 68.9%. RXN SMILES: Cl[C:2]1[C:11]2[C:6](=[CH:7][C:8]([O:14][CH2:15][CH2:16][CH2:17][N:18]3[CH2:22][CH2:21][CH2:20][CH2:19]3)=[C:9]([O:12][CH3:13])[CH:10]=2)[N:5]=[CH:4][N:3]=1.[OH:23][C:24]1[CH:33]=[C:32]2[C:27]([CH:28]=[CH:29][C:30]([CH3:34])=[N:31]2)=[CH:26][CH:25]=1.C(=O)([O-])[O-].[K+].[K+]>CN(C=O)C>[CH3:13][O:12][C:9]1[CH:10]=[C:11]2[C:6](=[CH:7][C:8]=1[O:14][CH2:15][CH2:16][CH2:17][N:18]1[CH2:22][CH2:21][CH2:20][CH2:19]1)[N:5]=[CH:4][N:3]=[C:2]2[O:23][C:24]1[CH:33]=[C:32]2[C:27]([CH:28]=[CH:29][C:30]([CH3:34])=[N:31]2)=[CH:26][CH:25]=1 |f:2.3.4|. Reported procedure: A suspension of 4-chloro-6-methoxy-7-(3-pyrrolidin-1-ylpropoxy)quinazoline (100 mg, 0.31 mmol), (prepared as described for the starting material in Example 9), and 7-hydroxy-2-methylquinoline (54 mg, 0.34 mmol), (J. Med. Chem. 1998, 41, 4062), in DMF (3 ml) containing potassium carbonate (86 mg, 0.62 mmol) was heated at 90° C. for 2 hours. After cooling, the mixture was partitioned between ethyl acetate and water. The organic layer was separated, washed with water, brine, dried and the volatiles... Reactants: [OH-].[Na+] (sodium hydroxide), CC1=C(C=C(S1)CN1N=CC(=C1)C(=O)OCC)C1=CC(=CC=C1)C(F)(F)F (ethyl 1-({5-methyl-4-[3-(trifluoromethyl)phenyl]thiophen-2-yl}methyl)-1H-pyrazole-4-carboxylate), Cl (hydrochloric acid). Run in C(C)O (ethanol). Product: CC1=C(C=C(S1)CN1N=CC(=C1)C(=O)O)C1=CC(=CC=C1)C(F)(F)F (1-({5-methyl-4-[3-(trifluoromethyl)phenyl]thiophen-2-yl}methyl)-1H-pyrazole-4-carboxylic acid). Isolated yield 86.1%. Reaction SMILES: [CH3:1][C:2]1[S:6][C:5]([CH2:7][N:8]2[CH:12]=[C:11]([C:13]([O:15]CC)=[O:14])[CH:10]=[N:9]2)=[CH:4][C:3]=1[C:18]1[CH:23]=[CH:22][CH:21]=[C:20]([C:24]([F:27])([F:26])[F:25])[CH:19]=1.[OH-].[Na+].Cl>C(O)C>[CH3:1][C:2]1[S:6][C:5]([CH2:7][N:8]2[CH:12]=[C:11]([C:13]([OH:15])=[O:14])[CH:10]=[N:9]2)=[CH:4][C:3]=1[C:18]1[CH:23]=[CH:22][CH:21]=[C:20]([C:24]([F:26])([F:25])[F:27])[CH:19]=1 |f:1.2|. Procedure: The compound (0.20 g) obtained in Example 126e was dissolved in ethanol (2 mL), and 6N aqueous sodium hydroxide solution (0.83 mL) was added. The reaction mixture was heated under reflux for 2 hr, cooled in an ice bath, adjusted to pH 2 with 6N hydrochloric acid, and the mixture was extracted with ethyl acetate. The ethyl acetate layer was dried over magnesium sulfate, concentrated under reduced pressure, and the residue was washed with ether to give the title compound (0.16 g) as a colorless so...